From a dataset of the Open Reaction Database (ORD), a public repository of structured organic reaction records. describe an organic reaction: reactants, conditions, products, and yield Reactants: EXAMPLE 208A, [OH-].[K+] (KOH), Cl (HCl), ClC(C(=O)Cl)Cl (2,2-dichloroacetic acid chloride), ClC(C(=O)N(CCO)CCC=1N=C(SC1)NS(=O)(=O)C1=C(C(=CC=C1)Cl)C)Cl (2,2-Dichloro-N-[2-(2-{[(3-chloro-2-methylphenyl)sulfonyl]amino}-1,3-thiazol-4-yl)ethyl]-N-(2-hydroxyethyl)acetamide). The solvent is O (water), C([O-])([O-])=O.[Na+].[Na+] (sodium carbonate), C1CCOC1 (THF), C(C)(=O)OCC (ethyl acetate). Conditions: time 1.5 hour. Yields the product ClC=1C(=C(C=CC1)S(=O)(=O)NC=1SC=C(N1)CCN1C(C(OCC1)O)=O)C (3-Chloro-N-{4-[2-(2-hydroxy-3-oxo-4-morpholinyl)ethyl]-1,3-thiazol-2-yl}-2-methylbenzenesulfonamide). RXN SMILES: ClC(Cl)C(Cl)=[O:4].Cl[CH:8](Cl)[C:9]([N:11]([CH2:15][CH2:16][C:17]1[N:18]=[C:19]([NH:22][S:23]([C:26]2[CH:31]=[CH:30][CH:29]=[C:28]([Cl:32])[C:27]=2[CH3:33])(=[O:25])=[O:24])[S:20][CH:21]=1)[CH2:12][CH2:13][OH:14])=[O:10].[OH-].[K+].Cl>C(OCC)(=O)C.C(=O)([O-])[O-].[Na+].[Na+].C1COCC1.O>[Cl:32][C:28]1[C:27]([CH3:33])=[C:26]([S:23]([NH:22][C:19]2[S:20][CH:21]=[C:17]([CH2:16][CH2:15][N:11]3[CH2:12][CH2:13][O:14][CH:8]([OH:4])[C:9]3=[O:10])[N:18]=2)(=[O:25])=[O:24])[CH:31]=[CH:30][CH:29]=1 |f:2.3,6.7.8|. Reported procedure: To a slurry of EXAMPLE 208A (0.759 g, 2.02 mmol) in ethyl acetate (6 mL) and saturated sodium carbonate (6 mL) at 0° C., 2,2-dichloroacetic acid chloride was added neat in portions (15×40 μl 3 eq.). The mixture was stirred for 1.5 h at room temperature. The reaction mixture was then extracted with ethyl acetate (3×40 mL), washed with brine (40 mL), and dried over magnesium sulfate. The solvent was evaporated and 1.10 g of crude N-acetylated product was isolated as yellow oil (70% pure by HPLC). ... The reactants are OCC(=O)[C@@H](O)[C@H](O)[C@H](O)CO (fructose), O=C[C@H](O)[C@@H](O)[C@@H](O)[C@H](O)CO (galactose), O=C[C@H](O)[C@@H](O)[C@H](O)[C@H](O)CO (glucose), C1=CC=C(C=C1)O[C@H]2[C@@H]([C@H]([C@@H]([C@H](O2)CO)O)O)O (Phenyl-β-D-Glucoside), anthocyanins. The product is O=C[C@H](O)[C@H](O)[C@@H](O)[C@@H](O)C (rhamnose), sugars. Reaction SMILES: [OH:1][CH2:2][C:3]([C@H:5]([C@@H:7]([C@@H:9]([CH2:11]O)[OH:10])[OH:8])[OH:6])=[O:4].O=C[C@@H]([C@H]([C@H]([C@@H](CO)O)O)O)O.O=C[C@@H]([C@H]([C@@H]([C@@H](CO)O)O)O)O.C1C=CC(O[C@@H]2O[C@H](CO)[C@@H](O)[C@H](O)[C@H]2O)=CC=1>>[O:1]=[CH:2][C@@H:3]([C@@H:5]([C@H:7]([C@H:9]([CH3:11])[OH:10])[OH:8])[OH:6])[OH:4]. Procedure: The sugar standards, (1 mg each) rhamnose, fructose, galactose, glucose and the internal standard Phenyl-β-D-Glucoside (E. Merck, Darmstadt) and the sugars (1 mg each) obtained from the hydrolysis of crude and pure anthocyanins (1-3) were reacted separately with 30 mg/ml Hydroxylamine HCl in dry pyridine (2 ml). The resulting oximes were then reacted with 1.0 ml hexamethyldisilazane (HMDS) and 0.1 ml trifluoroacetic acid (TFA) to yield their silyl derivatives. The samples were then analyzed by G... Reactants: ClC1=CC=CC=2SC(=CC21)C(=O)NC=2C=CC(=NC2)N2CCN(CC2)C(CC(C(=O)O)(C)C)=O (4-(4-{5-[(4-chloro-benzo[b]thiophene-2-carbonyl)-amino]-pyridin-2-yl}-piperazin-1-yl)-2,2-dimethyl-4-oxo-butyric acid), C(C)N1C(=CC2=C(C=CC=C12)C)C(=O)NC1=CC=C(C=C1)C1CCN(CC1)C(CC(C(=O)O)(C)C)=O (4-(4-{4-[(1-ethyl-4-methyl-1H-indole-2-carbonyl)-amino]-phenyl}-piperidin-1-yl)-2,2-dimethyl-4-oxo-butyric acid), N1CCC(CC1)C1=CC=C(C=C1)NC(=O)C=1N(C2=CC=CC(=C2C1)C)CC (1-ethyl-4-methyl-1H-indole-2-carboxylic acid (4-piperidin-4-yl-phenyl)-amide), CC1(C(=O)OC(C1)=O)C (2,2-dimethylsuccinic anhydride). The product is C(C)N1C(C=C2C(C=CC=C12)C)C(=O)NC1=CC=C(C=C1)C1CCN(CC1)C(CC(C(=O)O)(C)C)=O (4-(4-{4-[(1-Ethyl-4-methyl-4H-indole-2-carbonyl)-amino]-phenyl}-piperidin-1-yl)-2,2-dimethyl-4-oxo-butyric acid). RXN SMILES: ClC1C2C=C(C(NC3C=CC(N4CCN(C(=O)CC(C)(C)C(O)=O)CC4)=NC=3)=O)SC=2C=CC=1.[CH2:35]([N:37]1[C:45]2[C:40](=[C:41]([CH3:46])[CH:42]=[CH:43][CH:44]=2)[CH:39]=[C:38]1[C:47]([NH:49][C:50]1[CH:55]=[CH:54][C:53]([CH:56]2[CH2:61][CH2:60][N:59]([C:62](=[O:70])[CH2:63][C:64]([CH3:69])([CH3:68])[C:65]([OH:67])=[O:66])[CH2:58][CH2:57]2)=[CH:52][CH:51]=1)=[O:48])[CH3:36].N1CCC(C2C=CC(NC(C3N(CC)C4C(C=3)=C(C)C=CC=4)=O)=CC=2)CC1.CC1(C)CC(=O)OC1=O>>[CH2:35]([N:37]1[C:45]2[C:40]([CH:41]([CH3:46])[CH:42]=[CH:43][CH:44]=2)=[CH:39][CH:38]1[C:47]([NH:49][C:50]1[CH:51]=[CH:52][C:53]([CH:56]2[CH2:57][CH2:58][N:59]([C:62](=[O:70])[CH2:63][C:64]([CH3:68])([CH3:69])[C:65]([OH:67])=[O:66])[CH2:60][CH2:61]2)=[CH:54][CH:55]=1)=[O:48])[CH3:36]. Reported procedure: With a method similar to that used for the preparation of 4-(4-{5-[(4-chloro-benzo[b]thiophene-2-carbonyl)-amino]-pyridin-2-yl}-piperazin-1-yl)-2,2-dimethyl-4-oxo-butyric acid, 4-(4-{4-[(1-ethyl-4-methyl-1H-indole-2-carbonyl)-amino]-phenyl}-piperidin-1-yl)-2,2-dimethyl-4-oxo-butyric acid was prepared from 1-ethyl-4-methyl-1H-indole-2-carboxylic acid (4-piperidin-4-yl-phenyl)-amide and 2,2-dimethylsuccinic anhydride. LCMS for C29H35N3O4 calcd. (m/e) 489, observed 490 (M+H). Starting materials: FC1=C(C=C(C=C1F)OC)CO ((2,3-difluoro-5-methoxy-phenyl)-methanol), C=1C=CC(=CC1)P(=O)(C=2C=CC=CC2)N=[N+]=[N-] (DPPA), C1CCC2=NCCCN2CC1 (DBU). The solvent is C1(=CC=CC=C1)C (toluene), CCOC(=O)C (EtOAc). Reaction conditions: time 1 hour. Yields the product N(=[N+]=[N-])CC1=C(C(=CC(=C1)OC)F)F (1-Azidomethyl-2,3-difluoro-5-methoxy-benzene). Reaction SMILES: [F:1][C:2]1[C:7]([F:8])=[CH:6][C:5]([O:9][CH3:10])=[CH:4][C:3]=1[CH2:11]O.C1C=CC(P([N:27]=[N+:28]=[N-:29])(C2C=CC=CC=2)=O)=CC=1.C1CCN2C(=NCCC2)CC1>C1(C)C=CC=CC=1.CCOC(C)=O>[N:27]([CH2:11][C:3]1[CH:4]=[C:5]([O:9][CH3:10])[CH:6]=[C:7]([F:8])[C:2]=1[F:1])=[N+:28]=[N-:29]. Procedure details: To a solution of (2,3-difluoro-5-methoxy-phenyl)-methanol (715 mg, 4.11 mmol) in toluene (10 mL) was added DPPA (1.04 mL, 4.93 mmol) and DBU (0.805 mL, 5.34 mmol), followed by stirring at RT for 1 h. The reaction mixture was diluted with EtOAc, the organics were washed with diluted brine (20 mL), dried (Phase separator) and evaporated in vacuo. The residue was purified by flash column chromatography on silica gel (c-hexane/EtOAc 9:1) to afford the title compound as a colorless oil. TLC Rf (c-hex... Reactants: C(CC)OC(=NNC(=O)OC)OCCC (methyl N′-dipropoxymethylenehydrazinecarboxylate), C1(CCCCC1)N (cyclohexylamine). The solvent is CO (methanol). Conditions: time 5 hour. The product is C1(CCCCC1)N1C(NN=C1OCCC)=O (4-cyclohexyl-5-propoxy-2,4-dihydro-1,2,4-triazol-3-one). Reaction SMILES: C(O[C:5]([O:12][CH2:13][CH2:14][CH3:15])=[N:6][NH:7][C:8]([O:10]C)=O)CC.[CH:16]1([NH2:22])[CH2:21][CH2:20][CH2:19][CH2:18][CH2:17]1>CO>[CH:16]1([N:22]2[C:5]([O:12][CH2:13][CH2:14][CH3:15])=[N:6][NH:7][C:8]2=[O:10])[CH2:21][CH2:20][CH2:19][CH2:18][CH2:17]1. Reported procedure: In an autoclave, 2.04 g of methyl N′-dipropoxymethylenehydrazinecarboxylate (8.9 mmol) and 3.23 g of cyclohexylamine (32.2 mmol) were initially charged in 25.8 g of methanol. After 5 hours at 110° C., the solvent was distilled off and the crude 4-methyl-5-cyclohexyloxy-2,4-dihydro-1,2,4-triazol-3-one (1.3 g) was purified by column chromatography (mobile phase: ethyl acetate). This gave 0.37 g (18%) of pure product. Melting point: 132-136° C. The reactants are CNC(=O)C(NC(=O)C(CC(=O)OCc1ccccc1)n1ccc(-c2ccccc2)c1)C(C)(C)C, CO. Yields the product CNC(=O)C(NC(=O)C(CC(=O)O)n1ccc(-c2ccccc2)c1)C(C)(C)C. As a reaction SMILES: [CH2:1]([c:2]1[cH:3][cH:4][cH:5][cH:6][cH:7]1)[O:8][C:9]([CH2:10][CH:11]([C:12](=[O:13])[NH:14][CH:15]([C:16]([CH3:17])([CH3:18])[CH3:19])[C:20]([NH:21][CH3:22])=[O:23])[n:24]1[cH:25][c:26](-[c:29]2[cH:30][cH:31][cH:32][cH:33][cH:34]2)[cH:27][cH:28]1)=[O:35].[CH3:36][OH:37]>>[O:8]=[C:9]([CH2:10][CH:11]([C:12](=[O:13])[NH:14][CH:15]([C:16]([CH3:17])([CH3:18])[CH3:19])[C:20]([NH:21][CH3:22])=[O:23])[n:24]1[cH:25][c:26](-[c:29]2[cH:30][cH:31][cH:32][cH:33][cH:34]2)[cH:27][cH:28]1)[OH:35]. Yields the product COc1ccc(F)cc1C(C)(C)CC(O)(C=Nc1cccc2nc(C(N)=O)ccc12)C(F)(F)F. Starting materials: CC(=O)O, Cc1ccccc1, COc1ccc(F)cc1C(C)(C)CC(O)(C=O)C(F)(F)F, NC(=O)c1ccc2c(N)cccc2n1, O. RXN SMILES: [CH3:36][C:37](=[O:38])[OH:39].[CH3:41][c:42]1[cH:43][cH:44][cH:45][cH:46][cH:47]1.[F:15][c:16]1[cH:17][cH:18][c:19]([O:34][CH3:35])[c:20]([C:22]([CH2:23][C:24]([CH:25]=[O:26])([C:27]([F:28])([F:29])[F:30])[OH:31])([CH3:32])[CH3:33])[cH:21]1.[NH2:1][c:2]1[c:3]2[cH:4][cH:5][c:6]([C:12](=[O:13])[NH2:14])[n:7][c:8]2[cH:9][cH:10][cH:11]1.[OH2:40]>>[N:1]([c:2]1[c:3]2[cH:4][cH:5][c:6]([C:12](=[O:13])[NH2:14])[n:7][c:8]2[cH:9][cH:10][cH:11]1)=[CH:25][C:24]([CH2:23][C:22]([c:20]1[c:19]([O:34][CH3:35])[cH:18][cH:17][c:16]([F:15])[cH:21]1)([CH3:32])[CH3:33])([C:27]([F:28])([F:29])[F:30])[OH:31].